From a dataset of the Open Reaction Database (ORD), a public repository of structured organic reaction records. describe an organic reaction: reactants, conditions, products, and yield The reactants are Cc1[nH]c2ccc(CCNC(=O)OC(C)(C)C)cc2c1C(=O)OCc1ccccc1, Cl, C1COCCO1. Yields the product Cc1[nH]c2ccc(CCN)cc2c1C(=O)OCc1ccccc1, Cl. As a reaction SMILES: [CH2:1]([c:2]1[cH:3][cH:4][cH:5][cH:6][cH:7]1)[O:8][C:9](=[O:10])[c:11]1[c:12]([CH3:30])[nH:13][c:14]2[cH:15][cH:16][c:17]([CH2:20][CH2:21][NH:22][C:23]([O:24][C:25]([CH3:26])([CH3:27])[CH3:28])=[O:29])[cH:18][c:19]12.[ClH:31].[O:32]1[CH2:33][CH2:34][O:35][CH2:36][CH2:37]1>>[CH2:1]([c:2]1[cH:3][cH:4][cH:5][cH:6][cH:7]1)[O:8][C:9](=[O:10])[c:11]1[c:12]([CH3:30])[nH:13][c:14]2[cH:15][cH:16][c:17]([CH2:20][CH2:21][NH2:22])[cH:18][c:19]12.[ClH:31].